From a dataset of the Open Reaction Database (ORD), a public repository of structured organic reaction records. describe an organic reaction: reactants, conditions, products, and yield Starting materials: COC=1C=C(C(=O)N(C2=C(C=CC=C2C)C)CCCC(=O)O)C=C(C1OC)OC (N-(3,4,5-trimethoxybenzoyl)-4-(2,6- dimethylanilino)butyric acid), NCCCC(=O)OC (methyl 4-aminobutyrate). Product: COC=1C=C(C(=O)N(C2=C(C=CC=C2C)C)CCCC(=O)NCCCC(=O)OC)C=C(C1OC)OC (methyl N-[N-(3,4,5-trimethoxybenzoyl)-4-(2,6-dimethylanilino)butyryl]-4-aminobutyrate). As a reaction SMILES: [CH3:1][O:2][C:3]1[CH:4]=[C:5]([CH:23]=[C:24]([O:28][CH3:29])[C:25]=1[O:26][CH3:27])[C:6]([N:8]([CH2:17][CH2:18][CH2:19][C:20](O)=[O:21])[C:9]1[C:14]([CH3:15])=[CH:13][CH:12]=[CH:11][C:10]=1[CH3:16])=[O:7].[NH2:30][CH2:31][CH2:32][CH2:33][C:34]([O:36][CH3:37])=[O:35]>>[CH3:29][O:28][C:24]1[CH:23]=[C:5]([CH:4]=[C:3]([O:2][CH3:1])[C:25]=1[O:26][CH3:27])[C:6]([N:8]([CH2:17][CH2:18][CH2:19][C:20]([NH:30][CH2:31][CH2:32][CH2:33][C:34]([O:36][CH3:37])=[O:35])=[O:21])[C:9]1[C:14]([CH3:15])=[CH:13][CH:12]=[CH:11][C:10]=1[CH3:16])=[O:7]. Procedure details: Analogously to Example 1, by using equivalent quantities, reacting N-(3,4,5-trimethoxybenzoyl)-4-(2,6- dimethylanilino)butyric acid and methyl 4-aminobutyrate and suitable processing produces methyl N-[N-(3,4,5-trimethoxybenzoyl)-4-(2,6-dimethylanilino)butyryl]-4-aminobutyrate (M.P. 97° to 99°), saponification of which and processing of the reaction product yields N-[N-(3,4,5-trimethoxybenzoyl)-4-(2,6-dimethylanilino)butyryl]-4-aminobutyric acid (M.P. 100° to 101°). Reactants: COC1=NC2=CC=CC=C2C=C1NC(OC1=CC=CC=C1)=S (Phenyl N-(2-methoxyquinolin-3-yl)thiocarbamate), COC=1C=C(C=CC1)N1CCNCC1 (1-(3-methoxyphenyl)piperazine). Product: COC1=NC2=CC=CC=C2C=C1NC(=S)N1CCN(CC1)C1=CC(=CC=C1)OC (1-[(2-Methoxyquinolin-3-yl)aminothiocarbonyl]-4-(3-methoxyphenyl)piperazine). Yield: 81.0%. As a reaction SMILES: [CH3:1][O:2][C:3]1[C:12]([NH:13][C:14](=[S:22])OC2C=CC=CC=2)=[CH:11][C:10]2[C:5](=[CH:6][CH:7]=[CH:8][CH:9]=2)[N:4]=1.[CH3:23][O:24][C:25]1[CH:26]=[C:27]([N:31]2[CH2:36][CH2:35][NH:34][CH2:33][CH2:32]2)[CH:28]=[CH:29][CH:30]=1>>[CH3:1][O:2][C:3]1[C:12]([NH:13][C:14]([N:34]2[CH2:33][CH2:32][N:31]([C:27]3[CH:28]=[CH:29][CH:30]=[C:25]([O:24][CH3:23])[CH:26]=3)[CH2:36][CH2:35]2)=[S:22])=[CH:11][C:10]2[C:5](=[CH:6][CH:7]=[CH:8][CH:9]=2)[N:4]=1. Procedure details: Phenyl N-(2-methoxyquinolin-3-yl)thiocarbamate and 1-(3-methoxyphenyl)piperazine were reacted by the same way with the example 109 to obtain the titled compound.